From a dataset of the Open Reaction Database (ORD), a public repository of structured organic reaction records. describe an organic reaction: reactants, conditions, products, and yield Reaction conditions: time 17 hour. Reactants: OC1=C2C=CC=CC2=C(C=2C3=C(SC21)C=CC=C3)C3=CC(=C(O[C@@H](C(=O)OC)CC2=CC=CC=C2)C(=C3)Br)Br ((R)-2-[4-(6-hydroxy-benzo[b]naphtho[2,3-d]thiophen-11-yl]-2,6-dibromo-phenoxy]-3-phenyl-propionic acid, methyl ester), C(C1=CC=CC=C1)Br (benzyl bromide). Reported procedure: To a solution of (R)-2-[4-(6-hydroxy-benzo[b]naphtho[2,3-d]thiophen-11-yl]-2,6-dibromo-phenoxy]-3-phenyl-propionic acid, methyl ester (0.50 g, 0.755 mmol) in dry N,N-dimethylformamide (5 mL) was added benzyl bromide (0.27 mL, 2.27 mmol, 3 eq) dropwise at room temperature under a dry nitrogen atmosphere. After stirring about 17 hours the reaction was quenched with water (50 mL) and the organics were extracted with ether. The extracts were washed with water, and brine and combined with silica gel.... The solvent is CN(C=O)C (N,N-dimethylformamide). The product is C(C1=CC=CC=C1)OC1=C2C=CC=CC2=C(C=2C3=C(SC21)C=CC=C3)C3=CC(=C(OC(C(=O)OC)CC2=CC=CC=C2)C(=C3)Br)Br (4-(6-Benzyloxy-benzo[b]naphtho[2,3-d]thiophen-11-yl]-2,6-dibromo-phenoxyl-3-phenyl-propionic acid, methyl ester). Yield: 100.7%. As a reaction SMILES: [OH:1][C:2]1[C:14]2[S:13][C:12]3[CH:15]=[CH:16][CH:17]=[CH:18][C:11]=3[C:10]=2[C:9]([C:19]2[CH:37]=[C:36]([Br:38])[C:22]([O:23][C@H:24]([CH2:29][C:30]3[CH:35]=[CH:34][CH:33]=[CH:32][CH:31]=3)[C:25]([O:27][CH3:28])=[O:26])=[C:21]([Br:39])[CH:20]=2)=[C:8]2[C:3]=1[CH:4]=[CH:5][CH:6]=[CH:7]2.[CH2:40](Br)[C:41]1[CH:46]=[CH:45][CH:44]=[CH:43][CH:42]=1>CN(C)C=O>[CH2:40]([O:1][C:2]1[C:14]2[S:13][C:12]3[CH:15]=[CH:16][CH:17]=[CH:18][C:11]=3[C:10]=2[C:9]([C:19]2[CH:37]=[C:36]([Br:38])[C:22]([O:23][CH:24]([CH2:29][C:30]3[CH:31]=[CH:32][CH:33]=[CH:34][CH:35]=3)[C:25]([O:27][CH3:28])=[O:26])=[C:21]([Br:39])[CH:20]=2)=[C:8]2[C:3]=1[CH:4]=[CH:5][CH:6]=[CH:7]2)[C:41]1[CH:46]=[CH:45][CH:44]=[CH:43][CH:42]=1.